Dataset: the Open Reaction Database (ORD), a public repository of structured organic reaction records. Task: describe an organic reaction: reactants, conditions, products, and yield Starting materials: CCOC(=O)c1c(Br)c2cc(F)ccc2n1CCCOc1cccc2ccccc12, CC(=O)O[Pd]OC(C)=O, COc1cccc(OC)c1-c1ccccc1P(C1CCCCC1)C1CCCCC1, CC1(C)OB(C=CCCCCl)OC1(C)C, [K+], [K+], [K+], O=P([O-])([O-])[O-]. The product is CCOC(=O)c1c(C=CCCCCl)c2cc(F)ccc2n1CCCOc1cccc2ccccc12. Reaction SMILES: [Br:1][c:2]1[c:3]([C:26](=[O:27])[O:28][CH2:29][CH3:30])[n:4]([CH2:12][CH2:13][CH2:14][O:15][c:16]2[cH:17][cH:18][cH:19][c:20]3[cH:21][cH:22][cH:23][cH:24][c:25]23)[c:5]2[cH:6][cH:7][c:8]([F:11])[cH:9][c:10]12.[C:83]([O:84][Pd:85][O:86][C:87](=[O:88])[CH3:89])(=[O:90])[CH3:91].[CH:46]1([P:47]([CH:48]2[CH2:49][CH2:50][CH2:51][CH2:52][CH2:53]2)[c:54]2[cH:55][cH:56][cH:57][cH:58][c:59]2-[c:60]2[c:61]([O:62][CH3:63])[cH:64][cH:65][cH:66][c:67]2[O:68][CH3:69])[CH2:70][CH2:71][CH2:72][CH2:73][CH2:74]1.[Cl:31][CH2:32][CH2:33][CH2:34][CH:35]=[CH:36][B:37]1[O:38][C:39]([CH3:40])([CH3:41])[C:42]([CH3:43])([CH3:44])[O:45]1.[K+:80].[K+:81].[K+:82].[P:75]([O-:76])([O-:77])([O-:78])=[O:79]>>[c:2]1([CH:36]=[CH:35][CH2:34][CH2:33][CH2:32][Cl:31])[c:3]([C:26](=[O:27])[O:28][CH2:29][CH3:30])[n:4]([CH2:12][CH2:13][CH2:14][O:15][c:16]2[cH:17][cH:18][cH:19][c:20]3[cH:21][cH:22][cH:23][cH:24][c:25]23)[c:5]2[cH:6][cH:7][c:8]([F:11])[cH:9][c:10]12. Reactants: BrCC(=O)OC(C)(C)C (t-Butyl bromoacetate), OC1=CC=C(C(=O)OC)C=C1 (methyl 4-hydroxybenzoate), C(=O)([O-])[O-].[Cs+].[Cs+] (Cs2CO3). Run in CN(C)C=O (DMF), C(C)(=O)OCC (ethyl acetate). Reaction conditions: time 16 hour. The product is C(C)(C)(C)OCC(=O)OC1=CC=C(C(=O)OC)C=C1 (Methyl 4-(t-butyloxyacetyloxy)benzoate). Reaction SMILES: Br[CH2:2][C:3]([O:5][C:6]([CH3:9])([CH3:8])[CH3:7])=O.[OH:10][C:11]1[CH:20]=[CH:19][C:14]([C:15]([O:17][CH3:18])=[O:16])=[CH:13][CH:12]=1.C([O-])([O-])=[O:22].[Cs+].[Cs+]>CN(C=O)C.C(OCC)(=O)C>[C:6]([O:5][CH2:3][C:2]([O:10][C:11]1[CH:12]=[CH:13][C:14]([C:15]([O:17][CH3:18])=[O:16])=[CH:19][CH:20]=1)=[O:22])([CH3:9])([CH3:8])[CH3:7] |f:2.3.4|. Procedure: t-Butyl bromoacetate (0.83 mL, 5.1 mmol), methyl 4-hydroxybenzoate (780 mg, 5.1 mmol) and Cs2CO3 (1.83 g, 5.6 mmol) were combined in 25 mL DMF. After 16 h, the reaction was diluted with ethyl acetate, washed with water, saturated NaHCO3, 10% KHSO4 and brine, dried (MgSO4) and concentrated providing 24-1 as a yellow oil. Rf 0.84 (silica, 50% EtOAC/hexane). Starting materials: [BH4-].[Na+] (NaBH4), C1(=NCCC2=CC=CC=C12)C1=C(C(=CC=C1)C)C=1C=C2C=C(C(=NC2=CC1)N)N1CCOCC1 (6-(2-(3,4-dihydroisoquinolin-1-yl)-6-methylphenyl)-3-morpholinoquinolin-2-amine), Cl (HCl). Run in CO (MeOH). Conditions: time 8 hour. The product is CC1=C(C(=CC=C1)C1NCCC2=CC=CC=C12)C=1C=C2C=C(C(=NC2=CC1)N)N1CCOCC1 (6-(2-methyl-6-(1,2,3,4-tetrahydroisoquinolin-1-yl)phenyl)-3-morpholinoquinolin-2-amine). As a reaction SMILES: [C:1]1([C:11]2[CH:16]=[CH:15][CH:14]=[C:13]([CH3:17])[C:12]=2[C:18]2[CH:19]=[C:20]3[C:25](=[CH:26][CH:27]=2)[N:24]=[C:23]([NH2:28])[C:22]([N:29]2[CH2:34][CH2:33][O:32][CH2:31][CH2:30]2)=[CH:21]3)[C:10]2[C:5](=[CH:6][CH:7]=[CH:8][CH:9]=2)[CH2:4][CH2:3][N:2]=1.[BH4-].[Na+].Cl>CO>[CH3:17][C:13]1[CH:14]=[CH:15][CH:16]=[C:11]([CH:1]2[C:10]3[C:5](=[CH:6][CH:7]=[CH:8][CH:9]=3)[CH2:4][CH2:3][NH:2]2)[C:12]=1[C:18]1[CH:19]=[C:20]2[C:25](=[CH:26][CH:27]=1)[N:24]=[C:23]([NH2:28])[C:22]([N:29]1[CH2:34][CH2:33][O:32][CH2:31][CH2:30]1)=[CH:21]2 |f:1.2|. Procedure: A suspension of 6-(2-(3,4-dihydroisoquinolin-1-yl)-6-methylphenyl)-3-morpholinoquinolin-2-amine (0.0075 g, 0.017 mmol) in MeOH (0.50 mL) was treated with NaBH4 (25.0 mg, 0.661 mmol) and stirred at ambient temperature overnight. On following day, reaction mixture treated with 2N HCl and stirred for 2 h. The mixture was filtered and the filtrate was purified directly by reverse phase HPLC (1-90% acetonitrile/H2O, TFA modifier, 20 min). Single fraction freeze-dried to afford 6-(2-methyl-6-(1,2,3,4-... Reactants: [BH3-]C#N, CC(=O)O, CCOC(C)=O, ON=Cc1ccccc1Nc1c(Cl)cccc1Cl, [Na+], [Na+], [OH-]. Yields the product ONCc1ccccc1Nc1c(Cl)cccc1Cl. As a reaction SMILES: [C:19]([BH3-:20])#[N:21].[CH3:25][C:26](=[O:27])[OH:28].[CH3:29][CH2:30][O:31][C:32](=[O:33])[CH3:34].[Cl:1][c:2]1[c:3]([NH:9][c:10]2[c:11]([CH:12]=[N:13][OH:14])[cH:15][cH:16][cH:17][cH:18]2)[c:4]([Cl:8])[cH:5][cH:6][cH:7]1.[Na+:22].[Na+:24].[OH-:23]>>[Cl:1][c:2]1[c:3]([NH:9][c:10]2[c:11]([CH2:12][NH:13][OH:14])[cH:15][cH:16][cH:17][cH:18]2)[c:4]([Cl:8])[cH:5][cH:6][cH:7]1. Run in C(C)O (ethyl alcohol). Reaction SMILES: [NH2:1][C:2]1[N:6]([CH3:7])[NH:5][C:4](=[O:8])[CH:3]=1.[Br:9][C:10]1[CH:11]=[C:12]([CH:15]=[CH:16][C:17]=1[F:18])[CH:13]=O.[C:19]1(=O)[CH2:23][CH2:22][C:21](=[O:24])[CH2:20]1>C(O)C>[Br:9][C:10]1[CH:11]=[C:12]([CH:13]2[C:3]3[C:4](=[O:8])[NH:5][N:6]([CH3:7])[C:2]=3[NH:1][C:19]3[CH2:23][CH2:22][C:21](=[O:24])[C:20]2=3)[CH:15]=[CH:16][C:17]=1[F:18]. Run at temperature 80 celsius. Isolated yield 79.3%. The reactants are NC1=CC(NN1C)=O (5-Amino-1-methyl-1,2-dihydropyrazol-3-one), BrC=1C=C(C=O)C=CC1F (3-bromo-4-fluorobenzaldehyde), C1(CC(CC1)=O)=O (1,3-cyclopentanedione). Product: BrC=1C=C(C=CC1F)C1C2=C(NC3=C1C(NN3C)=O)CCC2=O (4-(3-bromo-4-fluorophenyl)-1-methyl-1,2,4,6,7,8-hexahydrocyclopenta[b]pyrazolo[4,3-e]pyridine-3,5-dione). Procedure details: 5-Amino-1-methyl-1,2-dihydropyrazol-3-one (0.23 g, 2 mmol), prepared as described in (C. Taylor and J. Barton, J.Am.Chem. Soc., (1959) 81, 2448), 3-bromo-4-fluorobenzaldehyde (0.4 g, 2 mmol), and 1,3-cyclopentanedione (0.2 g, 2 mmol) in ethyl alcohol (4 mL) were heated at 80° C. for 2 days in a sealed tube. The reaction was cooled and the resulting precipitate was filtered off to provide 0.6 g (79%) of the title compound as a tan solid. 1H NMR (300 MHz, DMSO-d6) δ 2.3 (t, 2H), 2.69 (m, 2H), 3.5 ... The reactants are S(=O)(Cl)Cl (thionyl chloride), C(C)(C)OC=1C=CC=C(C1C1=C(C=C(C=C1)OC)OC)C(=O)O (6-isopropoxy-2',4'-dimethoxy-biphenyl-2-carboxylic acid), C(C)NCC (diethylamine). The solvent is C(Cl)Cl (methylene chloride), C(Cl)Cl (CH2Cl2). Reaction conditions: time 60 minute. The product is C(C)N(C(=O)C=1C(=C(C=CC1)OC(C)C)C1=C(C=C(C=C1)OC)OC)CC (N,N-diethyl-6-isopropoxy-2',4'-dimethoxy-biphenyl-2-carboxamide). RXN SMILES: [CH:1]([O:4][C:5]1[CH:6]=[CH:7][CH:8]=[C:9]([C:21](O)=[O:22])[C:10]=1[C:11]1[CH:16]=[CH:15][C:14]([O:17][CH3:18])=[CH:13][C:12]=1[O:19][CH3:20])([CH3:3])[CH3:2].S(Cl)(Cl)=O.[CH2:28]([NH:30][CH2:31][CH3:32])[CH3:29]>C(Cl)Cl>[CH2:28]([N:30]([CH2:31][CH3:32])[C:21]([C:9]1[C:10]([C:11]2[CH:16]=[CH:15][C:14]([O:17][CH3:18])=[CH:13][C:12]=2[O:19][CH3:20])=[C:5]([O:4][CH:1]([CH3:3])[CH3:2])[CH:6]=[CH:7][CH:8]=1)=[O:22])[CH3:29]. Reported procedure: Prepare a stirred solution of 6-isopropoxy-2',4'-dimethoxy-biphenyl-2-carboxylic acid (8.60 g, 0.0276 mole) in CH2Cl2 (200 mL) at ambient temperature under argon. Dropwise add thionyl chloride (4.6 g, 54 mmol, 2.8 mL). Continue stirring for about 60 minutes. Cool the reaction to 0° C. and dropwise add diethylamine (19.7 g, 28 mL, 0.27 mole), ensuring the temperature does not rise above 25° C. Continue stirring the reaction for about 30 minutes after addition is complete. Wash the organic layer w... Reactants: C(C)(C)(C)OC(=O)C1=CC(=C(OC2=C(C=C3C(CCOC3=C2)C(=O)OC)C#N)C=C1)C (Methyl 7-(4-(tert-butoxycarbonyl)-2-methylphenoxy)-6-cyanochroman-4-carboxylate), C(=O)(C(F)(F)F)O (TFA). Solvent: ClCCl (dichloromethane). Run at time 2 hour. The product is C(#N)C=1C=C2C(CCOC2=CC1OC1=C(C=C(C(=O)O)C=C1)C)C(=O)OC (4-(6-cyano-4-(methoxycarbonyl)chroman-7-yloxy)-3-methylbenzoic acid). Yield: 89.0%. As a reaction SMILES: C([O:5][C:6]([C:8]1[CH:30]=[CH:29][C:11]([O:12][C:13]2[CH:22]=[C:21]3[C:16]([CH:17]([C:23]([O:25][CH3:26])=[O:24])[CH2:18][CH2:19][O:20]3)=[CH:15][C:14]=2[C:27]#[N:28])=[C:10]([CH3:31])[CH:9]=1)=[O:7])(C)(C)C.C(O)(C(F)(F)F)=O>ClCCl>[C:27]([C:14]1[CH:15]=[C:16]2[C:21](=[CH:22][C:13]=1[O:12][C:11]1[CH:29]=[CH:30][C:8]([C:6]([OH:7])=[O:5])=[CH:9][C:10]=1[CH3:31])[O:20][CH2:19][CH2:18][CH:17]2[C:23]([O:25][CH3:26])=[O:24])#[N:28]. Procedure details: Methyl 7-(4-(tert-butoxycarbonyl)-2-methylphenoxy)-6-cyanochroman-4-carboxylate was taken up in dichloromethane (10 mL). To the solution was added 2 ml TFA and the solution was stirred at ambient temperature for 2 hours. The reaction was concentrated and the crude material was purified over silica gel, eluting with 2-3% methanol/dichloromethane, to provide the desired product (0.103 g, 89%). Starting materials: CS(C)=O, [H-], Ic1cnccn1, [Na+], O=[N+]([O-])c1cccc(O)c1. The product is O=[N+]([O-])c1cccc(Oc2cnccn2)c1. Reaction SMILES: [CH3:20][S:21]([CH3:22])=[O:23].[H-:12].[I:13][c:14]1[n:15][cH:16][cH:17][n:18][cH:19]1.[Na+:11].[OH:1][c:2]1[cH:3][cH:4][cH:5][c:6]([N+:8]([O-:9])=[O:10])[cH:7]1>>[O:1]([c:2]1[cH:3][cH:4][cH:5][c:6]([N+:8]([O-:9])=[O:10])[cH:7]1)[c:14]1[n:15][cH:16][cH:17][n:18][cH:19]1.